This data is from the Open Reaction Database (ORD), a public repository of structured organic reaction records. The task is: describe an organic reaction: reactants, conditions, products, and yield Reactants: FC(C(=O)NCCC1=CN(C=C1)S(=O)(=O)C1=CC=CC=C1)(F)F (N-trifluoroacetyl-2-(1-phenylsulphonyl-3-pyrrolyl)ethylamine), [H-].[Na+] (Sodium hydride oil dispersion), ice, CI (methyl iodide), O (water). Solvent: CN(C=O)C (dimethylformamide). Run at temperature 70 celsius. Yields the product CN(C(C(F)(F)F)=O)CCC1=CN(C=C1)S(=O)(=O)C1=CC=CC=C1 (N-methyl-N-trifluoroacetyl-2-(1-phenylsulphonyl-3-pyrrolyl)ethylamine). As a reaction SMILES: [H-].[Na+].[F:3][C:4]([F:25])([F:24])[C:5]([NH:7][CH2:8][CH2:9][C:10]1[CH:14]=[CH:13][N:12]([S:15]([C:18]2[CH:23]=[CH:22][CH:21]=[CH:20][CH:19]=2)(=[O:17])=[O:16])[CH:11]=1)=[O:6].[CH3:26]I.O>CN(C)C=O>[CH3:26][N:7]([CH2:8][CH2:9][C:10]1[CH:14]=[CH:13][N:12]([S:15]([C:18]2[CH:19]=[CH:20][CH:21]=[CH:22][CH:23]=2)(=[O:16])=[O:17])[CH:11]=1)[C:5](=[O:6])[C:4]([F:24])([F:3])[F:25] |f:0.1|. Procedure: 50% Sodium hydride oil dispersion (0.62 g) was added to an ice-cooled solution of N-trifluoroacetyl-2-(1-phenylsulphonyl-3-pyrrolyl)ethylamine (3.59 g) in dimethylformamide (20 ml) after 20 minutes, methyl iodide (1.76 g) was added and the mixture was heated at 70° C. overnight. After cooling, water was added and the mixture was extracted with ether 3 times. The ether was washed with water, dried and evaporated to give N-methyl-N-trifluoroacetyl-2-(1-phenylsulphonyl-3-pyrrolyl)ethylamine as an o... The reactants are C[C@H]1/C=C/C=C(\C(=O)NC2=C(C3=C(C4=C(C(=C3O)C)O[C@@](C4=O)(O/C=C/[C@@H]([C@H]([C@H]([C@@H]([C@@H]([C@@H]([C@H]1O)C)O)C)OC(=O)C)C)OC)C)C(=C2C=O)O)O)/C (3-formylrifamycin SV), NN1CCN(CC1)C1CCCC1 (1-amino-4-cyclopentylpiperazine), C[C@H]1/C=C/C=C(\C(=O)NC2=C(C3=C(C4=C(C(=C3O)C)O[C@@](C4=O)(O/C=C/[C@@H]([C@H]([C@H]([C@@H]([C@@H]([C@@H]([C@H]1O)C)O)C)OC(=O)C)C)OC)C)C(=C2C=O)O)O)/C (3-formylrifamycin SV). Run in O1CCCC1 (tetrahydrofuran). Run at time 30 minute. The product is C[C@H]1/C=C/C=C(\C(=O)NC\2=C(C3=C(C(=C4C(=C3C(=O)/C2=C/NN5CCN(CC5)C6CCCC6)C(=O)[C@](O4)(O/C=C/[C@@H]([C@H]([C@H]([C@@H]([C@@H]([C@@H]([C@H]1O)C)O)C)OC(=O)C)C)OC)C)C)O)O)/C (3-(4-Cyclopentyl-1-piperazinyl)iminomethylrifamycin SV). Yield: 55.0%. Reaction SMILES: [CH3:1][C@@H:2]1[C@H:33]([OH:34])[C@@H:32]([CH3:35])[C@@H:31]([OH:36])[C@@H:30]([CH3:37])[C@H:29]([O:38][C:39]([CH3:41])=[O:40])[C@H:28]([CH3:42])[C@@H:27]([O:43][CH3:44])[CH:26]=[CH:25][O:24][C@:21]2([CH3:45])[C:22](=[O:23])[C:14]3=[C:15]([O:20]2)[C:16]([CH3:19])=[C:17]([OH:18])[C:12]2=[C:13]3[C:46]([OH:50])=[C:47]([CH:48]=O)[C:10](=[C:11]2[OH:51])[NH:9][C:7](=[O:8])[C:6]([CH3:52])=[CH:5][CH:4]=[CH:3]1.[NH2:53][N:54]1[CH2:59][CH2:58][N:57]([CH:60]2[CH2:64][CH2:63][CH2:62][CH2:61]2)[CH2:56][CH2:55]1>O1CCCC1>[CH3:1][C@@H:2]1[C@H:33]([OH:34])[C@@H:32]([CH3:35])[C@@H:31]([OH:36])[C@@H:30]([CH3:37])[C@H:29]([O:38][C:39]([CH3:41])=[O:40])[C@H:28]([CH3:42])[C@@H:27]([O:43][CH3:44])[CH:26]=[CH:25][O:24][C@@:21]2([CH3:45])[O:20][C:15]3[C:14]([C:22]2=[O:23])=[C:13]2[C:46](/[C:47](=[CH:48]/[NH:53][N:54]4[CH2:55][CH2:56][N:57]([CH:60]5[CH2:64][CH2:63][CH2:62][CH2:61]5)[CH2:58][CH2:59]4)/[C:10](=[C:11]([OH:51])[C:12]2=[C:17]([OH:18])[C:16]=3[CH3:19])[NH:9][C:7](=[O:8])[C:6]([CH3:52])=[CH:5][CH:4]=[CH:3]1)=[O:50]. Reported procedure: 0.01 Mole of 3-formylrifamycin SV is dissolved in tetrahydrofuran and to the obtained solution 0.011 mole of 1-amino-4-cyclopentylpiperazine is added to the reaction mixture at room temperature. After 30 minutes, the reaction is completed since thin layer chromatography of the mixture shows disappearance of the starting 3-formylrifamycin SV. The solvent is then evaporated off and the residue is crystallized from ethyl acetate. The title product, which melts at 179°-80° C, is obtained in a 55% yi... Starting materials: COC(=O)C=1C(=C2C=C(C(N(C2=C(N1)C=1C=NC=CC1)CC1CCOCC1)=O)C1=CC=CC=C1)O (5-hydroxy-2-oxo-3-phenyl-8-pyridin-3-yl-1-(tetrahydro-pyran-4-ylmethyl)-1,2-dihydro-[1,7]naphthyridine-6-carboxylic acid methyl ester), NCCC(=O)O (β-alanine), C[O-].[Na+] (NaOMe). Product: OC1=C2C=C(C(N(C2=C(N=C1C(=O)NCCC(=O)O)C=1C=NC=CC1)CC1CCOCC1)=O)C1=CC=CC=C1 (3-{[5-Hydroxy-2-oxo-3-phenyl-8-pyridin-3-yl-1-(tetrahydro-pyran-4-ylmethyl)-1,2-dihydro-[1,7]naphthyridine-6-carbonyl]-amino}-propionic acid). The yield is 19.4%. As a reaction SMILES: CO[C:3]([C:5]1[C:6]([OH:35])=[C:7]2[C:12](=[C:13]([C:15]3[CH:16]=[N:17][CH:18]=[CH:19][CH:20]=3)[N:14]=1)[N:11]([CH2:21][CH:22]1[CH2:27][CH2:26][O:25][CH2:24][CH2:23]1)[C:10](=[O:28])[C:9]([C:29]1[CH:34]=[CH:33][CH:32]=[CH:31][CH:30]=1)=[CH:8]2)=[O:4].[NH2:36][CH2:37][CH2:38][C:39]([OH:41])=[O:40].C[O-].[Na+]>>[OH:35][C:6]1[C:5]([C:3]([NH:36][CH2:37][CH2:38][C:39]([OH:41])=[O:40])=[O:4])=[N:14][C:13]([C:15]2[CH:16]=[N:17][CH:18]=[CH:19][CH:20]=2)=[C:12]2[C:7]=1[CH:8]=[C:9]([C:29]1[CH:34]=[CH:33][CH:32]=[CH:31][CH:30]=1)[C:10](=[O:28])[N:11]2[CH2:21][CH:22]1[CH2:23][CH2:24][O:25][CH2:26][CH2:27]1 |f:2.3|. Procedure details: A mixture of 5-hydroxy-2-oxo-3-phenyl-8-pyridin-3-yl-1-(tetrahydro-pyran-4-ylmethyl)-1,2-dihydro-[1,7]naphthyridine-6-carboxylic acid methyl ester (36 mg, 0.076 mmol), β-alanine (545 mg, 6.1 mmol) and NaOMe solution (9 mL, 4.6 mmol, 0.5 M in MeOH) was refluxed for 16 h. After the mixture was cooled to r.t., the solvent was evaporated in vacuo. The residue was partitioned between EtOAc and water. 1 M HCl was added with vigorous stirring until pH was about 3-4. The aqueous layer was extracted with...